The task is: describe an organic reaction: reactants, conditions, products, and yield. This data is from the Open Reaction Database (ORD), a public repository of structured organic reaction records. Reactants: CC(C)(C)OC(=O)N1CC2CC2C1CNCc1ccccc1, CCO. Yields the product CC(C)(C)OC(=O)N1CC2CC2C1CN. Reaction SMILES: [C:1]([CH3:2])([CH3:3])([CH3:4])[O:5][C:6](=[O:7])[N:8]1[CH:9]([CH2:14][NH:15][CH2:16][c:17]2[cH:18][cH:19][cH:20][cH:21][cH:22]2)[CH:10]2[CH2:11][CH:12]2[CH2:13]1.[CH3:23][CH2:24][OH:25]>>[C:1]([CH3:2])([CH3:3])([CH3:4])[O:5][C:6](=[O:7])[N:8]1[CH:9]([CH2:14][NH2:15])[CH:10]2[CH2:11][CH:12]2[CH2:13]1.